This data is from the Open Reaction Database (ORD), a public repository of structured organic reaction records. The task is: describe an organic reaction: reactants, conditions, products, and yield Reactants: ClC(Cl)Cl, O=C(OO)c1cccc(Cl)c1, C=CCOCC(C)([N+](=O)[O-])[N+](=O)[O-]. Yields the product CC(COCC1CO1)([N+](=O)[O-])[N+](=O)[O-]. Reaction SMILES: [CH:25]([Cl:26])([Cl:27])[Cl:28].[Cl:14][c:15]1[cH:16][c:17]([C:22](=[O:19])[O:23][OH:24])[cH:18][cH:20][cH:21]1.[N+:1](=[O:2])([O-:3])[C:4]([CH2:5][O:6][CH2:7][CH:8]=[CH2:9])([CH3:10])[N+:11](=[O:12])[O-:13]>>[N+:1](=[O:2])([O-:3])[C:4]([CH2:5][O:6][CH2:7][CH:8]1[CH2:9][O:19]1)([CH3:10])[N+:11](=[O:12])[O-:13]. The reactants are CC(C)(C)OC(=O)CCCC(Nc1ncnc2cc(C(=O)N3CC=CC3)c(Cl)cc12)c1nc2cc(Cl)ccc2[nH]1, ClCCl, O=C(O)C(F)(F)F. Product: O=C(O)CCCC(Nc1ncnc2cc(C(=O)N3CC=CC3)c(Cl)cc12)c1nc2cc(Cl)ccc2[nH]1. RXN SMILES: [Cl:1][c:2]1[cH:3][c:4]2[c:5]([NH:19][CH:20]([CH2:21][CH2:22][CH2:23][C:24](=[O:25])[O:26][C:27]([CH3:28])([CH3:29])[CH3:30])[c:31]3[n:32][c:33]4[c:34]([nH:35]3)[cH:36][cH:37][c:38]([Cl:40])[cH:39]4)[n:6][cH:7][n:8][c:9]2[cH:10][c:11]1[C:12](=[O:13])[N:14]1[CH2:15][CH:16]=[CH:17][CH2:18]1.[Cl:48][CH2:49][Cl:50].[OH:41][C:42]([C:43]([F:44])([F:45])[F:46])=[O:47]>>[Cl:1][c:2]1[cH:3][c:4]2[c:5]([NH:19][CH:20]([CH2:21][CH2:22][CH2:23][C:24](=[O:25])[OH:26])[c:31]3[n:32][c:33]4[c:34]([nH:35]3)[cH:36][cH:37][c:38]([Cl:40])[cH:39]4)[n:6][cH:7][n:8][c:9]2[cH:10][c:11]1[C:12](=[O:13])[N:14]1[CH2:15][CH:16]=[CH:17][CH2:18]1.